Dataset: the Open Reaction Database (ORD), a public repository of structured organic reaction records. Task: describe an organic reaction: reactants, conditions, products, and yield Reactants: ClC1=C(C=CC=C1)C1=NCC=2N(C3=C1C=C(S3)C(C)O)C(=NN2)C (4-(2-chlorophenyl)-2-(1-hydroxyethyl)-9-methyl-6H-thieno[3,2-f][1,2,4]triazolo[4,3-a][1,4]diazepine), C(C1=CC=CC=C1)(=O)Cl (benzoyl chloride). Solvent: N1=CC=CC=C1 (pyridine). Reaction conditions: time 8 hour. Product: Cl.C(C1=CC=CC=C1)(=O)OC(C)C1=CC=2C(=NCC=3N(C2S1)C(=NN3)C)C3=C(C=CC=C3)Cl (2-(1-benzoyloxyethyl)-4-(2-chlorophenyl)-9-methyl-6H-thieno[3,2-f][1,2,4]triazolo[4,3-a][1,4]diazepine.hydrochloride). Isolated yield 57.5%. As a reaction SMILES: [Cl:1][C:2]1[CH:7]=[CH:6][CH:5]=[CH:4][C:3]=1[C:8]1[C:14]2[CH:15]=[C:16]([CH:18]([OH:20])[CH3:19])[S:17][C:13]=2[N:12]2[C:21]([CH3:24])=[N:22][N:23]=[C:11]2[CH2:10][N:9]=1.[C:25](Cl)(=[O:32])[C:26]1[CH:31]=[CH:30][CH:29]=[CH:28][CH:27]=1>N1C=CC=CC=1>[ClH:1].[C:25]([O:20][CH:18]([C:16]1[S:17][C:13]2[N:12]3[C:21]([CH3:24])=[N:22][N:23]=[C:11]3[CH2:10][N:9]=[C:8]([C:3]3[CH:4]=[CH:5][CH:6]=[CH:7][C:2]=3[Cl:1])[C:14]=2[CH:15]=1)[CH3:19])(=[O:32])[C:26]1[CH:31]=[CH:30][CH:29]=[CH:28][CH:27]=1 |f:3.4|. Procedure details: To a solution of 1 g of 4-(2-chlorophenyl)-2-(1-hydroxyethyl)-9-methyl-6H-thieno[3,2-f][1,2,4]triazolo[4,3-a][1,4]diazepine dissolved in 20 ml of pyridine is added 0.4 g of benzoyl chloride under ice-cooling and then stirred overnight. After completion of the reaction, the mixture is concentrated under reduced pressure and the residue is dissolved in 30 ml of ethyl acetate. The solution is washed with 5% aqueous sodium hydrogencarbonate solution and sodium chloride solution and dried over anhydr... Starting materials: N (NH3), OC(COS(=O)(=O)C)C1=CC=C(C=C1)C1=NOC(=N1)C1=NC(=NC(=C1)C)NC(C)C (methanesulfonic acid 2-hydroxy-2-{4-[5-(2-isopropylamino-6-methyl-pyrimidin-4-yl)-[1,2,4]oxadiazol-3-yl]-phenyl}-ethyl ester). The solvent is CO (methanol). Run at temperature 65 celsius, time 18 hour. The product is NCC(O)C1=CC=C(C=C1)C1=NOC(=N1)C1=NC(=NC(=C1)C)NC(C)C (rac-2-amino-1-{4-[5-(2-isopropylamino-6-methyl-pyrimidin-4-yl)-[1,2,4]oxadiazol-3-yl]-phenyl}-ethanol). As a reaction SMILES: [NH3:1].[OH:2][CH:3]([C:10]1[CH:15]=[CH:14][C:13]([C:16]2[N:20]=[C:19]([C:21]3[CH:26]=[C:25]([CH3:27])[N:24]=[C:23]([NH:28][CH:29]([CH3:31])[CH3:30])[N:22]=3)[O:18][N:17]=2)=[CH:12][CH:11]=1)[CH2:4]OS(C)(=O)=O>CO>[NH2:1][CH2:4][CH:3]([C:10]1[CH:11]=[CH:12][C:13]([C:16]2[N:20]=[C:19]([C:21]3[CH:31]=[C:29]([CH3:30])[N:28]=[C:23]([NH:24][CH:25]([CH3:26])[CH3:27])[N:22]=3)[O:18][N:17]=2)=[CH:14][CH:15]=1)[OH:2]. Procedure details: A solution of 7M NH3 in methanol (35 mL) is added to methanesulfonic acid 2-hydroxy-2-{4-[5-(2-isopropylamino-6-methyl-pyrimidin-4-yl)-[1,2,4]oxadiazol-3-yl]-phenyl}-ethyl ester (606 mg, 1.40 mmol, synthesis described for Example 143). The reaction mixture is stirred at 65° C. for 18 h and is then evaporated to give 293 mg of rac-2-amino-1-{4-[5-(2-isopropylamino-6-methyl-pyrimidin-4-yl)-[1,2,4]oxadiazol-3-yl]-phenyl}-ethanol as a yellow oil; LC-MS: tR=0.73 min; [M+H]+=355.06. Starting materials: C(C)(C)(C)OC(=O)NC(C(C(=O)O)O)CC (3-tert-Butoxycarbonylamino-2-hydroxy-pentanoic acid), ONC(C1=CC=CC=C1)=N (N-hydroxy-benzamidine), CN1CCOCC1 (4-methylmorpholine), C(CCl)Cl (EDC), C=1C=CC2=C(C1)N=NN2O (HOBt). The solvent is ClCCl (Dichloromethane). Run at time 16 hour. The product is C(C)(C)(C)OC(=O)N[C@H](C(O)C1=NC(=NO1)C1=CC=CC=C1)CC (2(S)-tert-butoxycarbonylamino-1-(3-phenyl-[1.2.4]oxadiazol-5-yl)butan-1-ol). Isolated yield 38.8%. RXN SMILES: [C:1]([O:5][C:6]([NH:8][CH:9]([CH2:15][CH3:16])[CH:10]([OH:14])[C:11]([OH:13])=O)=[O:7])([CH3:4])([CH3:3])[CH3:2].C(Cl)CCl.C1C=CC2N(O)N=NC=2C=1.O[NH:32][C:33](=[NH:40])[C:34]1[CH:39]=[CH:38][CH:37]=[CH:36][CH:35]=1.CN1CCOCC1>ClCCl>[C:1]([O:5][C:6]([NH:8][C@@H:9]([CH2:15][CH3:16])[CH:10]([C:11]1[O:13][N:40]=[C:33]([C:34]2[CH:39]=[CH:38][CH:37]=[CH:36][CH:35]=2)[N:32]=1)[OH:14])=[O:7])([CH3:2])([CH3:3])[CH3:4]. Reported procedure: 3-tert-Butoxycarbonylamino-2-hydroxy-pentanoic acid (500 mg, 2.14 mmol) was combined with EDC (600 mg, 3.14 mmol), HOBt (600 mg, 3.92 mmol), and N-hydroxy-benzamidine (292 mg, 2.14 mmol). Dichloromethane (10 mL) was added and then 4-methylmorpholine (1 mL). The reaction mixture was stirred at ambient temperature for 16 h. After dilution with ethyl acetate (200 mL), the solution was washed with water (30 mL), saturated aqueous NaHCO3 solution and brine, dried with MgSO4 and evaporated under vacuu... Product: O=C(O)CCc1cc(C(F)(F)F)c(Oc2ccc(O)c(S(=O)(=O)c3ccccc3)c2)c(C(F)(F)F)c1. Reactants: CO, O=C(O)C=Cc1cc(C(F)(F)F)c(Oc2ccc(O)c(S(=O)(=O)c3ccccc3)c2)c(C(F)(F)F)c1. As a reaction SMILES: [CH3:37][OH:38].[OH:1][c:2]1[c:3]([S:28](=[O:29])(=[O:30])[c:31]2[cH:32][cH:33][cH:34][cH:35][cH:36]2)[cH:4][c:5]([O:6][c:7]2[c:8]([C:22]([F:23])([F:24])[F:25])[cH:9][c:10]([CH:17]=[CH:18][C:19](=[O:20])[OH:21])[cH:11][c:12]2[C:13]([F:14])([F:15])[F:16])[cH:26][cH:27]1>>[OH:1][c:2]1[c:3]([S:28](=[O:29])(=[O:30])[c:31]2[cH:32][cH:33][cH:34][cH:35][cH:36]2)[cH:4][c:5]([O:6][c:7]2[c:8]([C:22]([F:23])([F:24])[F:25])[cH:9][c:10]([CH2:17][CH2:18][C:19](=[O:20])[OH:21])[cH:11][c:12]2[C:13]([F:14])([F:15])[F:16])[cH:26][cH:27]1. Reactants: O=C(Cl)c1ccccc1, CCCCCC, CCCC(C)OC1CCC(=O)N1, [Li]CCCC, C1CCOC1. The product is CCCC(C)OC1CCC(=O)N1C(=O)c1ccccc1. Reaction SMILES: [C:18]([c:19]1[cH:20][cH:21][cH:22][cH:23][cH:24]1)(=[O:25])[Cl:26].[CH3:27][CH2:28][CH2:29][CH2:30][CH2:31][CH3:32].[CH3:6][CH:7]([CH2:8][CH2:9][CH3:10])[O:11][CH:12]1[CH2:13][CH2:14][C:15](=[O:17])[NH:16]1.[Li:1][CH2:2][CH2:3][CH2:4][CH3:5].[O:33]1[CH2:34][CH2:35][CH2:36][CH2:37]1>>[CH3:6][CH:7]([CH2:8][CH2:9][CH3:10])[O:11][CH:12]1[CH2:13][CH2:14][C:15](=[O:17])[N:16]1[C:18]([c:19]1[cH:20][cH:21][cH:22][cH:23][cH:24]1)=[O:25].